Dataset: the Open Reaction Database (ORD), a public repository of structured organic reaction records. Task: describe an organic reaction: reactants, conditions, products, and yield The reactants are ClC1=CC=C(N)C=C1 (4-chloroaniline), C(C)C(C(=O)[O-])=O (ethylglyoxalate), ClC1=C(C=C)C=CC=C1 (2-chlorostyrene), FC(C(=O)O)(F)F (trifluoroacetic acid). Run in C(C)#N (acetonitrile). Yields the product C(C)OC(=O)C1NC2=CC=C(C=C2C(C1)C1=C(C=CC=C1)Cl)Cl (6-chloro-4-(2-chlorophenyl)-1,2,3,4-tetrahydroquinoline-2-carboxylic Acid Ethyl Ester). Reaction SMILES: [Cl:1][C:2]1[CH:8]=[CH:7][C:5]([NH2:6])=[CH:4][CH:3]=1.[CH2:9]([C:11](=O)[C:12]([O-:14])=[O:13])[CH3:10].[Cl:16][C:17]1[CH:24]=[CH:23][CH:22]=[CH:21][C:18]=1C=C.F[C:26](F)(F)[C:27](O)=O>C(#N)C>[CH2:26]([O:14][C:12]([CH:11]1[CH2:9][CH:10]([C:18]2[CH:21]=[CH:22][CH:23]=[CH:24][C:17]=2[Cl:16])[C:7]2[C:5](=[CH:4][CH:3]=[C:2]([Cl:1])[CH:8]=2)[NH:6]1)=[O:13])[CH3:27]. Procedure details: Compound 52 was prepared by the basic process from 5.0 mmol 4-chloroaniline, 5.5 mmol ethylglyoxalate solution (50% toluene), 15.0 mmol 2-chlorostyrene and 5.0 mmol trifluoroacetic acid in 30.0 ml acetonitrile. Starting materials: O=c1oc2c(Br)cc(Br)cc2n1CCCBr, CCCCC1CCNCC1. The product is CCCCC1CCN(CCCn2c(=O)oc3c(Br)cc(Br)cc32)CC1. RXN SMILES: [Br:1][CH2:2][CH2:3][CH2:4][n:5]1[c:6](=[O:16])[o:7][c:8]2[c:9]1[cH:10][c:11]([Br:15])[cH:12][c:13]2[Br:14].[CH2:17]([CH2:18][CH2:19][CH3:20])[CH:21]1[CH2:22][CH2:23][NH:24][CH2:25][CH2:26]1>>[CH2:2]([CH2:3][CH2:4][n:5]1[c:6](=[O:16])[o:7][c:8]2[c:9]1[cH:10][c:11]([Br:15])[cH:12][c:13]2[Br:14])[N:24]1[CH2:23][CH2:22][CH:21]([CH2:17][CH2:18][CH2:19][CH3:20])[CH2:26][CH2:25]1. Reported procedure: The procedure of step 3) of Example 115 was repeated except for using the compound obtained in step 2) instead of 6-(azetidin-3-yloxy)-4-(3-chloro-2,4-difluorophenylamino)quinazolin-7-ol to obtain the title compound (21 mg, 50%). Reaction SMILES: [NH:1]1[CH2:4][CH:3]([O:5][C:6]2[CH:7]=[C:8]3[C:13](=[CH:14][C:15]=2[O:16][CH2:17][CH2:18][O:19][CH3:20])[N:12]=[CH:11][N:10]=[C:9]3[NH:21][C:22]2[CH:27]=[CH:26][C:25]([F:28])=[C:24]([Cl:29])[C:23]=2[F:30])[CH2:2]1.N1CC([O:35][C:36]2C=C3C(=[CH:44][C:45]=2O)N=CN=C3NC2C=CC(F)=C(Cl)C=2F)C1>>[Cl:29][C:24]1[C:23]([F:30])=[C:22]([NH:21][C:9]2[C:8]3[C:13](=[CH:14][C:15]([O:16][CH2:17][CH2:18][O:19][CH3:20])=[C:6]([O:5][CH:3]4[CH2:2][N:1]([C:36](=[O:35])[CH:45]=[CH2:44])[CH2:4]4)[CH:7]=3)[N:12]=[CH:11][N:10]=2)[CH:27]=[CH:26][C:25]=1[F:28]. Starting materials: N1CC(C1)OC=1C=C2C(=NC=NC2=CC1OCCOC)NC1=C(C(=C(C=C1)F)Cl)F (6-(azetidin-3-yloxy)-N-(3-chloro-2,4-difluorophenyl)-7-(2-methoxyethoxy)quinazolin-4-amine), N1CC(C1)OC=1C=C2C(=NC=NC2=CC1O)NC1=C(C(=C(C=C1)F)Cl)F (6-(azetidin-3-yloxy)-4-(3-chloro-2,4-difluorophenylamino)quinazolin-7-ol). Product: ClC=1C(=C(C=CC1F)NC1=NC=NC2=CC(=C(C=C12)OC1CN(C1)C(C=C)=O)OCCOC)F (1-(3-(4-(3-chloro-2,4-difluorophenylamino)-7-(2-methoxyethoxy)quinazolin-6-yloxy)azetidin-1-yl)prop-2-en-1-one). The yield is 50.0%. The reactants are Clc1cccc(C2CCCN2)c1, Cc1ccc(S(=O)(=O)Cl)cc1. Product: Cc1ccc(S(=O)(=O)N2CCCC2c2cccc(Cl)c2)cc1. Reaction SMILES: [Cl:1][c:2]1[cH:3][c:4]([CH:8]2[NH:9][CH2:10][CH2:11][CH2:12]2)[cH:5][cH:6][cH:7]1.[c:13]1([CH3:23])[cH:14][cH:15][c:16]([S:19](=[O:20])(=[O:21])[Cl:22])[cH:17][cH:18]1>>[Cl:1][c:2]1[cH:3][c:4]([CH:8]2[N:9]([S:19]([c:16]3[cH:15][cH:14][c:13]([CH3:23])[cH:18][cH:17]3)(=[O:20])=[O:21])[CH2:10][CH2:11][CH2:12]2)[cH:5][cH:6][cH:7]1. Starting materials: CN(C)CCOc1ccc2sc(C(=O)Nc3ccccc3NC(=O)OC(C)(C)C)cc2c1, O=C([O-])O, [Na+], O=C(O)C(F)(F)F. Yields the product CN(C)CCOc1ccc2sc(C(=O)Nc3ccccc3N)cc2c1. Reaction SMILES: [C:1]([O:2][C:3](=[O:4])[NH:7][c:8]1[c:9]([NH:14][C:15](=[O:16])[c:17]2[cH:18][c:19]3[c:20]([s:21]2)[cH:22][cH:23][c:24]([O:26][CH2:27][CH2:28][N:29]([CH3:30])[CH3:31])[cH:25]3)[cH:10][cH:11][cH:12][cH:13]1)([CH3:5])([CH3:6])[CH3:32].[C:33](=[O:34])([OH:35])[O-:36].[Na+:37].[OH:38][C:39]([C:40]([F:41])([F:42])[F:43])=[O:44]>>[NH2:7][c:8]1[c:9]([NH:14][C:15](=[O:16])[c:17]2[cH:18][c:19]3[c:20]([s:21]2)[cH:22][cH:23][c:24]([O:26][CH2:27][CH2:28][N:29]([CH3:30])[CH3:31])[cH:25]3)[cH:10][cH:11][cH:12][cH:13]1. Reactants: CCOC(C)=O, CNN, CCCCCC, CCOC(C)=O, Cc1ccccc1, Cc1ccc(-c2ccccc2)cc1CN=C=O. The product is Cc1ccc(-c2ccccc2)cc1CNC(=O)N(C)N. As a reaction SMILES: [C:21]([O:22][CH2:23][CH3:24])(=[O:25])[CH3:26].[CH3:1][NH:2][NH2:3].[CH3:27][CH2:28][CH2:29][CH2:30][CH2:31][CH3:32].[CH3:33][CH2:34][O:35][C:36](=[O:37])[CH3:38].[CH3:39][c:40]1[cH:41][cH:42][cH:43][cH:44][cH:45]1.[CH3:4][c:5]1[c:6]([CH2:7][N:8]=[C:9]=[O:10])[cH:11][c:12](-[c:15]2[cH:16][cH:17][cH:18][cH:19][cH:20]2)[cH:13][cH:14]1>>[CH3:1][N:2]([NH2:3])[C:9]([NH:8][CH2:7][c:6]1[c:5]([CH3:4])[cH:14][cH:13][c:12](-[c:15]2[cH:16][cH:17][cH:18][cH:19][cH:20]2)[cH:11]1)=[O:10].